This data is from the Open Reaction Database (ORD), a public repository of structured organic reaction records. The task is: describe an organic reaction: reactants, conditions, products, and yield The solvent is C(C)O (ethanol). Yields the product BrC1=CC=C2C(C(NC2=C1)=O)=CC=1NC=C2C(NCCC21)=O (1-(6-Bromo-2-oxo-1,2-dihydro-indol-3-ylidenemethyl)-2,5,6,7-tetrahydro-pyrrolo[3,4-c]pyridin-4-one). Reaction conditions: temperature 80 celsius. Starting materials: BrC1=CC=C2CC(NC2=C1)=O (6-bromo-1,3-dihydro-indol-2-one), O=C1NCCC=2C1=CNC2C=O (4-oxo-4,5,6,7-tetrahydro-2H-pyrrolo[3,4-c]pyridine-1-carbaldehyde), N1CCCCC1 (piperidine). Reported procedure: A mixture of 6-bromo-1,3-dihydro-indol-2-one (42.4 mg, 0.2 mmol), 4-oxo-4,5,6,7-tetrahydro-2H-pyrrolo[3,4-c]pyridine-1-carbaldehyde (1 equivalent) and 0.1 mL of piperidine in ethanol (1 mL) was heated in a sealed tube at 80° C. for 3 hours. The precipitate was collected by vacuum filtration, washed with ethanol and dried to give the title compound as a yellow solid. RXN SMILES: [Br:1][C:2]1[CH:10]=[C:9]2[C:5]([CH2:6][C:7](=[O:11])[NH:8]2)=[CH:4][CH:3]=1.[O:12]=[C:13]1[C:18]2=[CH:19][NH:20][C:21]([CH:22]=O)=[C:17]2[CH2:16][CH2:15][NH:14]1.N1CCCCC1>C(O)C>[Br:1][C:2]1[CH:10]=[C:9]2[C:5]([C:6](=[CH:22][C:21]3[NH:20][CH:19]=[C:18]4[C:17]=3[CH2:16][CH2:15][NH:14][C:13]4=[O:12])[C:7](=[O:11])[NH:8]2)=[CH:4][CH:3]=1.